From a dataset of the Open Reaction Database (ORD), a public repository of structured organic reaction records. describe an organic reaction: reactants, conditions, products, and yield The reactants are ClC1=C(OC2=C(C=CC=C2)NS(=O)(=O)C2=CC=C(C(=O)NCC(=O)O)C=C2)C=CC(=C1)Cl ({4-[2-(2,4-dichloro-phenoxy)-phenylsulfamoyl]-benzoylamino}-acetic acid), C(C)(C)(C)OC(=O)N1CCNCC1 (piperazine-1-carboxylic acid tert-butyl ester). Product: Cl.ClC1=C(OC2=C(C=CC=C2)NS(=O)(=O)C2=CC=C(C(=O)NCC(N3CCNCC3)=O)C=C2)C=CC(=C1)Cl (4-[2-(2,4-Dichloro-phenoxy)-phenylsulfamoyl]-N-(2-oxo-2-piperazin-1-yl-ethyl)-benzamide hydrochloride). RXN SMILES: [Cl:1][C:2]1[CH:31]=[C:30]([Cl:32])[CH:29]=[CH:28][C:3]=1[O:4][C:5]1[CH:10]=[CH:9][CH:8]=[CH:7][C:6]=1[NH:11][S:12]([C:15]1[CH:27]=[CH:26][C:18]([C:19]([NH:21][CH2:22][C:23](O)=[O:24])=[O:20])=[CH:17][CH:16]=1)(=[O:14])=[O:13].C(OC([N:40]1[CH2:45][CH2:44][NH:43][CH2:42][CH2:41]1)=O)(C)(C)C>>[ClH:1].[Cl:1][C:2]1[CH:31]=[C:30]([Cl:32])[CH:29]=[CH:28][C:3]=1[O:4][C:5]1[CH:10]=[CH:9][CH:8]=[CH:7][C:6]=1[NH:11][S:12]([C:15]1[CH:27]=[CH:26][C:18]([C:19]([NH:21][CH2:22][C:23](=[O:24])[N:40]2[CH2:45][CH2:44][NH:43][CH2:42][CH2:41]2)=[O:20])=[CH:17][CH:16]=1)(=[O:13])=[O:14] |f:2.3|. Reported procedure: The title compound was prepared from {4-[2-(2,4-dichloro-phenoxy)-phenylsulfamoyl]-benzoylamino}-acetic acid (Example 1.1/e) and piperazine-1-carboxylic acid tert-butyl ester (Aldrich) according to the method described in Example 11.1. MS (EI) 564.2 (MH+). Reactants: C[Si](CCCCCCCCCCCCCCNC1=CC=C(C(=O)O)C=C1)(C)C (4-[14-(trimethylsilyl)tetradecylamino)benzoic acid), [H-].[Na+] (sodium hydride), CI (methyl iodide). Solvent: CN(P(=O)(N(C)C)N(C)C)C (hexamethylphosphoramide), CN(P(=O)(N(C)C)N(C)C)C (hexamethylphosphoramide). Conditions: time 1 hour. Yields the product C[Si](CCCCCCCCCCCCCCNC1=CC=C(C(=O)OC)C=C1)(C)C (Methyl 4-[14-(trimethylsilyl)tetradecylamino]benzoate). RXN SMILES: [CH3:1][Si:2]([CH3:28])([CH3:27])[CH2:3][CH2:4][CH2:5][CH2:6][CH2:7][CH2:8][CH2:9][CH2:10][CH2:11][CH2:12][CH2:13][CH2:14][CH2:15][CH2:16][NH:17][C:18]1[CH:26]=[CH:25][C:21]([C:22]([OH:24])=[O:23])=[CH:20][CH:19]=1.[H-].[Na+].[CH3:31]I>CN(C)P(N(C)C)(N(C)C)=O>[CH3:28][Si:2]([CH3:1])([CH3:27])[CH2:3][CH2:4][CH2:5][CH2:6][CH2:7][CH2:8][CH2:9][CH2:10][CH2:11][CH2:12][CH2:13][CH2:14][CH2:15][CH2:16][NH:17][C:18]1[CH:19]=[CH:20][C:21]([C:22]([O:24][CH3:31])=[O:23])=[CH:25][CH:26]=1 |f:1.2|. Procedure: A solution of 7.0 g. of 4-[14-(trimethylsilyl)tetradecylamino)benzoic acid in 25 ml. of hexamethylphosphoramide is added to a stirred mixture of 0.800 g. of sodium hydride (57% in mineral oil) and 25 ml. of hexamethylphosphoramide. The solution which forms after one hour is treated with 11.0 g. of methyl iodide and is then stirred at 25° C. for 18 hours. Dilution with water followed by filtration affords a white solid which is crystallized from ethanol to yield the product as a white solid.